Task: describe an organic reaction: reactants, conditions, products, and yield. Dataset: the Open Reaction Database (ORD), a public repository of structured organic reaction records Reactants: B, O=C1CCc2c(Br)cccc21, CSC, ClCCl. Product: OC1CCc2c(Br)cccc21. RXN SMILES: [BH3:4].[Br:5][c:6]1[c:7]2[c:11]([cH:12][cH:13][cH:14]1)[C:10](=[O:15])[CH2:9][CH2:8]2.[CH3:1][S:2][CH3:3].[Cl:16][CH2:17][Cl:18]>>[Br:5][c:6]1[c:7]2[c:11]([cH:12][cH:13][cH:14]1)[CH:10]([OH:15])[CH2:9][CH2:8]2. Starting materials: CCOC(=O)C(C)Oc1cc(N2C(=O)C3=C(CCCC3)C2=O)ccc1Br, CN(C)C=O, [I-], [Li+]. The product is CC(Oc1cc(N2C(=O)C3=C(CCCC3)C2=O)ccc1Br)C(=O)O. As a reaction SMILES: [Br:1][c:2]1[c:3]([O:19][CH:20]([CH3:21])[C:22](=[O:23])[O:24][CH2:25][CH3:26])[cH:4][c:5]([N:8]2[C:9](=[O:18])[C:10]3=[C:11]([C:12]2=[O:13])[CH2:14][CH2:15][CH2:16][CH2:17]3)[cH:6][cH:7]1.[CH3:29][N:30]([CH3:31])[CH:32]=[O:33].[I-:27].[Li+:28]>>[Br:1][c:2]1[c:3]([O:19][CH:20]([CH3:21])[C:22](=[O:23])[OH:24])[cH:4][c:5]([N:8]2[C:9](=[O:18])[C:10]3=[C:11]([C:12]2=[O:13])[CH2:14][CH2:15][CH2:16][CH2:17]3)[cH:6][cH:7]1. The reactants are O=C([O-])[O-], CN(C)C=O, Oc1ccc(C(F)(F)F)cc1Cl, COC(=O)c1cc(Cl)cc(Cl)n1, [K+], [K+]. Yields the product COC(=O)c1cc(Oc2ccc(C(F)(F)F)cc2Cl)cc(Cl)n1. As a reaction SMILES: [C:25](=[O:26])([O-:27])[O-:28].[CH3:31][N:32]([CH3:33])[CH:34]=[O:35].[Cl:13][c:14]1[c:15]([OH:24])[cH:16][cH:17][c:18]([C:20]([F:21])([F:22])[F:23])[cH:19]1.[Cl:1][c:2]1[cH:3][c:4]([C:9](=[O:10])[O:11][CH3:12])[n:5][c:6]([Cl:8])[cH:7]1.[K+:29].[K+:30]>>[c:2]1([O:24][c:15]2[c:14]([Cl:13])[cH:19][c:18]([C:20]([F:21])([F:22])[F:23])[cH:17][cH:16]2)[cH:3][c:4]([C:9](=[O:10])[O:11][CH3:12])[n:5][c:6]([Cl:8])[cH:7]1. The reactants are COC=1C=CC=2C(C3=CC=C(C(=C3OC2C1CC(=O)OC)C=O)OC)(C)C (methyl 3,6-dimethoxy-9,9-dimethyl-5-formylxanthene-4-acetate), C(C)(=O)[O-].[Na+] (sodium acetate), Cl.NO (hydroxylamine hydrochloride). Run in CO (methanol), C1CCOC1 (THF), O (water), O (water). Run at time 8 hour. Product: COC=1C=CC=2C(C3=CC=C(C(=C3OC2C1CC(=O)OC)C=NO)OC)(C)C (methyl 3,6-dimethoxy-9,9-dimethyl-5-[(hydroximino)methyl]xanthene-4-acetate). Isolated yield 95.1%. Reaction SMILES: [CH3:1][O:2][C:3]1[CH:4]=[CH:5][C:6]2[C:7]([CH3:27])([CH3:26])[C:8]3[C:13]([O:14][C:15]=2[C:16]=1[CH2:17][C:18]([O:20][CH3:21])=[O:19])=[C:12]([CH:22]=O)[C:11]([O:24][CH3:25])=[CH:10][CH:9]=3.C([O-])(=O)C.[Na+].Cl.[NH2:34][OH:35]>CO.C1COCC1.O>[CH3:1][O:2][C:3]1[CH:4]=[CH:5][C:6]2[C:7]([CH3:27])([CH3:26])[C:8]3[C:13]([O:14][C:15]=2[C:16]=1[CH2:17][C:18]([O:20][CH3:21])=[O:19])=[C:12]([CH:22]=[N:34][OH:35])[C:11]([O:24][CH3:25])=[CH:10][CH:9]=3 |f:1.2,3.4|. Procedure details: 5 g (13.5 mmol) of methyl 3,6-dimethoxy-9,9-dimethyl-5-formylxanthene-4-acetate were dissolved in a mixture of 75 ml of methanol, 75 ml of THF and 20 ml of water. After the addition of 1.66 g of sodium acetate and 1.4 g of hydroxylamine hydrochloride the mixture was stirred at room temperature overnight and then diluted with 200 ml of water. The precipitated solid was filtered off, washed with water and dried, whereby 4.95 g of methyl 3,6-dimethoxy-9,9-dimethyl-5-[(hydroximino)methyl]xanthene-4-... The reactants are ClC1=C(C=C(C=C1)C=1C(CC(NN1)=O)C)C#N (6-(4-chloro-3-cyano-phenyl)-4,5-dihydro-5-methyl-3(2H)-pyridazinone), C(C)OC(=O)N1CCNCC1 (1-ethoxycarbonylpiperazine). Yields the product C(#N)C=1C=C(C=CC1N1CCN(CC1)C(=O)OCC)C=1C(CC(NN1)=O)C (6-[3-cyano-4-(4-ethoxycarbonyl-piperazin-1-yl)phenyl]-4,5-dihydro-5-methyl-3(2H)-pyridazinone). RXN SMILES: Cl[C:2]1[CH:7]=[CH:6][C:5]([C:8]2[CH:9]([CH3:15])[CH2:10][C:11](=[O:14])[NH:12][N:13]=2)=[CH:4][C:3]=1[C:16]#[N:17].[CH2:18]([O:20][C:21]([N:23]1[CH2:28][CH2:27][NH:26][CH2:25][CH2:24]1)=[O:22])[CH3:19]>>[C:16]([C:3]1[CH:4]=[C:5]([C:8]2[CH:9]([CH3:15])[CH2:10][C:11](=[O:14])[NH:12][N:13]=2)[CH:6]=[CH:7][C:2]=1[N:26]1[CH2:25][CH2:24][N:23]([C:21]([O:20][CH2:18][CH3:19])=[O:22])[CH2:28][CH2:27]1)#[N:17]. Procedure details: 1.5 g (6.1 mmol) of the chlorocyanophenylpyridazinone from stage (a) and 5 ml of 1-ethoxycarbonylpiperazine are together heated to 170° C. for 5 hours. After the reaction mixture has cooled, it is poured out on water and extracted with ethyl acetate and the combined organic phases are concentrated by evaporation under vacuum. Starting materials: C1CCOC1, NC1CC1, NC1CC1, C=Cn1cnc2c(Cl)ncnc21, Cl, O. The product is C=Cn1cnc2c(NC3CC3)ncnc21. Reaction SMILES: [CH2:23]1[O:24][CH2:25][CH2:26][CH2:27]1.[CH:13]1([NH2:16])[CH2:14][CH2:15]1.[CH:19]1([NH2:20])[CH2:21][CH2:22]1.[Cl:1][c:2]1[c:3]2[n:4][cH:5][n:6]([CH:11]=[CH2:12])[c:7]2[n:8][cH:9][n:10]1.[ClH:18].[OH2:17]>>[c:2]1([NH:16][CH:13]2[CH2:14][CH2:15]2)[c:3]2[n:4][cH:5][n:6]([CH:11]=[CH2:12])[c:7]2[n:8][cH:9][n:10]1. Starting materials: ClCC=1C=CC(=C(C#N)C1)OC (5-chloromethyl-2-methoxy-benzonitrile), N1CCOCC1 (morpholine). Run in O1CCCC1 (tetrahydrofuran). Yields the product COC1=C(C#N)C=C(C=C1)CN1CCOCC1 (2-methoxy-5-morpholin-4-ylmethyl-benzonitrile). Isolated yield 98.9%. RXN SMILES: Cl[CH2:2][C:3]1[CH:4]=[CH:5][C:6]([O:11][CH3:12])=[C:7]([CH:10]=1)[C:8]#[N:9].[NH:13]1[CH2:18][CH2:17][O:16][CH2:15][CH2:14]1>O1CCCC1>[CH3:12][O:11][C:6]1[CH:5]=[CH:4][C:3]([CH2:2][N:13]2[CH2:18][CH2:17][O:16][CH2:15][CH2:14]2)=[CH:10][C:7]=1[C:8]#[N:9]. Procedure details: To a solution of 5-chloromethyl-2-methoxy-benzonitrile (246 mg, 1.354 mmol, example 29) in tetrahydrofuran (10 mL) at room temperature was added morpholine (1.193 mL, 13.54 mmol). The reaction mixture was heated at reflux for 4 h. The reaction was concentrated in vacuo (with heating) to remove morpholine and tetrahydrofuran to afford 2-methoxy-5-morpholin-4-ylmethyl-benzonitrile as a yellow oil (311.2 mg, 99%). The crude product was used without further purification.